Dataset: the Open Reaction Database (ORD), a public repository of structured organic reaction records. Task: describe an organic reaction: reactants, conditions, products, and yield Starting materials: FC(C1=C(CN2CCC(CC2)C=O)C=CC(=C1)C(F)(F)F)(F)F (1-[2,4-bis(trifluoromethyl)benzyl]piperidine-4-carbaldehyde), OC[C@@H](C#C)NC1=NC(SC1)=O ((R)-4-[(1-hydroxybut-3-yn-2-yl)amino]thiazol-2(5H)-one), C(C)(=O)[O-].[NH2+]1CCCCC1 (piperidinium acetate). Run in CC(C)O (2-propanol). The product is FC(C1=C(CN2CCC(CC2)\C=C/2\C(=NC(S2)=O)N[C@H](C#C)CO)C=CC(=C1)C(F)(F)F)(F)F ((5Z)-5-({1-[2,4-bis(trifluoromethyl)benzyl]piperidin-4-yl}methylidene)-4-{[(1R)-1-(hydroxymethyl)prop-2-yn-1-yl]amino}-1,3-thiazol-2(5H)-one). Isolated yield 41.3%. Reaction SMILES: [F:1][C:2]([F:23])([F:22])[C:3]1[CH:17]=[C:16]([C:18]([F:21])([F:20])[F:19])[CH:15]=[CH:14][C:4]=1[CH2:5][N:6]1[CH2:11][CH2:10][CH:9]([CH:12]=O)[CH2:8][CH2:7]1.[OH:24][CH2:25][C@H:26]([NH:29][C:30]1[CH2:34][S:33][C:32](=[O:35])[N:31]=1)[C:27]#[CH:28].C([O-])(=O)C.[NH2+]1CCCCC1>CC(O)C>[F:23][C:2]([F:1])([F:22])[C:3]1[CH:17]=[C:16]([C:18]([F:21])([F:20])[F:19])[CH:15]=[CH:14][C:4]=1[CH2:5][N:6]1[CH2:11][CH2:10][CH:9](/[CH:12]=[C:34]2/[C:30]([NH:29][C@@H:26]([CH2:25][OH:24])[C:27]#[CH:28])=[N:31][C:32](=[O:35])[S:33]/2)[CH2:8][CH2:7]1 |f:2.3|. Reported procedure: To a solution of 1-[2,4-bis(trifluoromethyl)benzyl]piperidine-4-carbaldehyde (135 mg) in 2-propanol (5 mL) were added (R)-4-[(1-hydroxybut-3-yn-2-yl)amino]thiazol-2(5H)-one (110 mg) and piperidinium acetate (59 mg). The reaction mixture was heated under reflux overnight, and the solvent was evaporated under reduced pressure. The residue was purified by silica gel column chromatography (NH, ethyl acetate/hexane) and recrystallized from ethyl acetate/heptane to give the title compound (83 mg). The reactants are C1CCOC1, COC(=O)c1nc2c(C)onc2c(F)c1Nc1ccc(I)cc1F, [Li+], [OH-], O. Product: Cc1onc2c(F)c(Nc3ccc(I)cc3F)c(C(=O)O)nc12. Reaction SMILES: [CH2:27]1[O:28][CH2:29][CH2:30][CH2:31]1.[F:1][c:2]1[c:3]2[c:4]([n:5][c:6]([C:17](=[O:18])[O:19][CH3:20])[c:7]1[NH:8][c:9]1[c:10]([F:16])[cH:11][c:12]([I:15])[cH:13][cH:14]1)[c:21]([CH3:24])[o:22][n:23]2.[Li+:26].[OH-:25].[OH2:32]>>[F:1][c:2]1[c:3]2[c:4]([n:5][c:6]([C:17](=[O:18])[OH:19])[c:7]1[NH:8][c:9]1[c:10]([F:16])[cH:11][c:12]([I:15])[cH:13][cH:14]1)[c:21]([CH3:24])[o:22][n:23]2. The reactants are [BH4-], CC(=O)O, CO, Cl, CC(C)Oc1ccc(-c2nnc(-c3cccc4c3CCC4N)s2)cc1C#N, [Na+], O=Cc1ncc[nH]1. Product: CC(C)Oc1ccc(-c2nnc(-c3cccc4c3CCC4NCc3ncc[nH]3)s2)cc1C#N. As a reaction SMILES: [BH4-:40].[CH3:36][C:37](=[O:38])[OH:39].[CH3:42][OH:43].[ClH:1].[NH2:2][CH:3]1[CH2:4][CH2:5][c:6]2[c:7](-[c:12]3[n:13][n:14][c:15](-[c:17]4[cH:18][cH:19][c:20]([O:25][CH:26]([CH3:27])[CH3:28])[c:21]([C:22]#[N:23])[cH:24]4)[s:16]3)[cH:8][cH:9][cH:10][c:11]21.[Na+:41].[nH:29]1[c:30]([CH:34]=[O:35])[n:31][cH:32][cH:33]1>>[NH:2]([CH:3]1[CH2:4][CH2:5][c:6]2[c:7](-[c:12]3[n:13][n:14][c:15](-[c:17]4[cH:18][cH:19][c:20]([O:25][CH:26]([CH3:27])[CH3:28])[c:21]([C:22]#[N:23])[cH:24]4)[s:16]3)[cH:8][cH:9][cH:10][c:11]21)[CH2:34][c:30]1[nH:29][cH:33][cH:32][n:31]1. Reactants: O (water), CC(C)(C)C1=NC(=NC(=C1O)C(C)(C)C)C=O (4,6-bis(1,1-dimethylethyl)-5-hydroxy-2-pyrimidine carboxaldehyde), Cl.NO (hydroxylamine hydrochloride), C(C)(=O)[O-].[Na+] (sodium acetate). Run in C(C)O (ethanol). Product: CC(C)(C)C1=NC(=NC(=C1O)C(C)(C)C)C=NO (4,6-bis(1,1-dimethylethyl)-5-hydroxy-2-pyrimidine carboxaldehyde oxime). As a reaction SMILES: [CH3:1][C:2]([C:5]1[C:10]([OH:11])=[C:9]([C:12]([CH3:15])([CH3:14])[CH3:13])[N:8]=[C:7]([CH:16]=O)[N:6]=1)([CH3:4])[CH3:3].Cl.[NH2:19][OH:20].C([O-])(=O)C.[Na+].O>C(O)C>[CH3:1][C:2]([C:5]1[C:10]([OH:11])=[C:9]([C:12]([CH3:15])([CH3:14])[CH3:13])[N:8]=[C:7]([CH:16]=[N:19][OH:20])[N:6]=1)([CH3:4])[CH3:3] |f:1.2,3.4|. Procedure details: A solution of 4,6-bis(1,1-dimethylethyl)-5-hydroxy-2-pyrimidine carboxaldehyde (1.5 g, 6.3 mmol), hydroxylamine hydrochloride (2.2 g, 32.7 mmol), and sodium acetate (2.9 g, 34.9 mmol) in ethanol (20 mL) is heated at reflux for 12 hours. The reaction mixture is poured over water (150 mL) and the precipitate is collected by filtration. Recrystallization from ether/hexane gives the desired 4,6-bis(1,1-dimethylethyl)-5-hydroxy-2-pyrimidine carboxaldehyde oxime as a mixture of isomers (0.62 g, 39%); ... Reactants: S1C(=CC=C1)CC#N (Thiophene-2-acetonitrile), 1,4-dichloride-2-butene, [H-].[Na+] (sodium hydride). Run in CN(C)C=O (DMF). The product is S1C(=CC=C1)C1(CC=CC1)C#N (1-(2-thienyl)cyclopent-3-ene-1-carbonitrile). RXN SMILES: [S:1]1[CH:5]=[CH:4][CH:3]=[C:2]1[CH2:6][C:7]#[N:8].[H-].[Na+]>CN(C=O)C>[S:1]1[CH:5]=[CH:4][CH:3]=[C:2]1[C:6]1([C:7]#[N:8])[CH2:4][CH:3]=[CH:2][CH2:6]1 |f:1.2|. Procedure: Thiophene-2-acetonitrile and 1,4-dichloride-2-butene were added to a DMF solution of sodium hydride washed with hexane and the whole was reacted at room temperature to obtain 1-(2-thienyl)cyclopent-3-ene-1-carbonitrile. The reactants are FC=1C=C(OCCCC[Si](O[Si](O[Si](O[Si](C)(C)CCCCOC2=CC(=C(C=C2)[N+](=O)[O-])F)(C)C)(C)C)(C)C)C=CC1[N+](=O)[O-] (1,7-bis[4-(3-fluoro-4-nitrophenoxy)butyl]-1,1,3,3,5,5,7,7-octamethyltetrasiloxane), [H][H] (hydrogen). Reagents/catalysts: [Pd] (Pd/C). Product: NC1=C(C=C(OCCCC[Si](O[Si](O[Si](O[Si](C)(C)CCCCOC2=CC(=C(C=C2)N)F)(C)C)(C)C)(C)C)C=C1)F (1,7-bis[4-(4-amino-3-fluorophenoxy)butyl]-1,1,3,3,5,5,7,7-octamethyltetrasiloxane). Yield: 99.6%. RXN SMILES: [F:1][C:2]1[CH:3]=[C:4]([CH:40]=[CH:41][C:42]=1[N+:43]([O-])=O)[O:5][CH2:6][CH2:7][CH2:8][CH2:9][Si:10]([CH3:39])([CH3:38])[O:11][Si:12]([CH3:37])([CH3:36])[O:13][Si:14]([CH3:35])([CH3:34])[O:15][Si:16]([CH2:19][CH2:20][CH2:21][CH2:22][O:23][C:24]1[CH:29]=[CH:28][C:27]([N+:30]([O-])=O)=[C:26]([F:33])[CH:25]=1)([CH3:18])[CH3:17].[H][H]>[Pd]>[NH2:30][C:27]1[CH:28]=[CH:29][C:24]([O:23][CH2:22][CH2:21][CH2:20][CH2:19][Si:16]([CH3:17])([CH3:18])[O:15][Si:14]([CH3:35])([CH3:34])[O:13][Si:12]([CH3:37])([CH3:36])[O:11][Si:10]([CH2:9][CH2:8][CH2:7][CH2:6][O:5][C:4]2[CH:40]=[CH:41][C:42]([NH2:43])=[C:2]([F:1])[CH:3]=2)([CH3:38])[CH3:39])=[CH:25][C:26]=1[F:33]. Reported procedure: 1.66 g of the above (2g) (2.35 mmol) and 10 mL of a 10 wt % Pd/C (0.0275 g) ethyl acetate solution were mixed, and stirred for 2 days in a hydrogen atmosphere at room temperature. The solution was filtrated by Celite and then concentrated to obtain a colorless oily material of 1,7-bis[4-(4-amino-3-fluorophenoxy)butyl]-1,1,3,3,5,5,7,7-octamethyltetrasiloxane (3g) (1.51 g, 99% of yield) represented by the following formula. Various measurements were carried out with regard to the obtained (3 g), a...